This data is from the Open Reaction Database (ORD), a public repository of structured organic reaction records. The task is: describe an organic reaction: reactants, conditions, products, and yield Starting materials: ClC=1C=C(C(C=O)=CC1)O (4-chlorosalicylaldehyde), C([O-])([O-])=O.[K+].[K+] (potassium carbonate), BrC(C(=O)OC)C (methyl 2-bromopropionate). The solvent is CN(C=O)C (N,N-dimethylformamide). Reaction conditions: temperature 80 celsius. The product is ClC=1C=CC(=C(OC(C(=O)OC)C)C1)C=O (methyl 2-(5-chloro-2-formylphenoxy)propionate). Isolated yield 18.2%. As a reaction SMILES: [Cl:1][C:2]1[CH:3]=[C:4]([OH:10])[C:5](=[CH:8][CH:9]=1)[CH:6]=[O:7].C(=O)([O-])[O-].[K+].[K+].Br[CH:18]([CH3:23])[C:19]([O:21][CH3:22])=[O:20]>CN(C)C=O>[Cl:1][C:2]1[CH:9]=[CH:8][C:5]([CH:6]=[O:7])=[C:4]([CH:3]=1)[O:10][CH:18]([CH3:23])[C:19]([O:21][CH3:22])=[O:20] |f:1.2.3|. Procedure details: A mixture of 22.0 g (0.141 mole) of 4-chlorosalicylaldehyde, 30 g (0.22 mole) of anhydrous potassium carbonate, and 30.0 g (0.184 mole) of methyl 2-bromopropionate in 120 mL of N,N-dimethylformamide was heated at 80° C. for approximately 17 hours. At the end of that period, the reaction mixture was poured over ice and extracted successively with diethyl ether and ethyl acetate. The combined extracts were washed with water, dried over anhydrous magnesium sulfate, and filtered. The solvents were t... The reactants are N1CCCCC1 (piperidine), C(C)(=O)O (acetic acid), CC(C(CCC(=O)OCC)=O)C (ethyl 4-methyl-3-oxo-pentanecarboxylate), FC1=C(C=C(C=O)C=C1)OC1=CC=CC=C1 (4-fluoro-3-phenoxy-benzaldehyde), C(C)(C)C(=O)C (methyl isopropyl ketone). Run in C(C)(C)O (isopropanol). Product: FC1=C(C=C(C=C(C(=O)OCC)C(C(C)C)=O)C=C1)OC1=CC=CC=C1 (Ethyl 2-(4-fluoro-3-phenoxy-benzylidene)-4-methyl-3-oxopentanoate). Reaction SMILES: N1CCCCC1.C(O)(=O)C.C[CH:12]([CH3:22])[C:13](=O)[CH2:14][CH2:15][C:16]([O:18][CH2:19][CH3:20])=[O:17].[CH:23]([C:26](C)=[O:27])([CH3:25])[CH3:24].[F:29][C:30]1C=CC(C=O)=[CH:32][C:31]=1[O:38][C:39]1[CH:44]=[CH:43][CH:42]=[CH:41][CH:40]=1>C(O)(C)C>[F:29][C:30]1[CH:22]=[CH:12][C:13]([CH:14]=[C:15]([C:26](=[O:27])[CH:23]([CH3:25])[CH3:24])[C:16]([O:18][CH2:19][CH3:20])=[O:17])=[CH:32][C:31]=1[O:38][C:39]1[CH:40]=[CH:41][CH:42]=[CH:43][CH:44]=1. Procedure details: 2.8 ml (29 mmol of piperidine and 1.7 ml (29 mmol) of acetic acid are added to a solution of 79 g (0.5 mol) of ethyl 4-methyl-3-oxo-pentanecarboxylate (prepared from methyl isopropyl ketone analogously to the process of S. B. Soloway and F. B. La Forge, J. Am. Chem. Soc. 69, 2677 (1947)) and 108 g (0.5 mol) of 4-fluoro-3-phenoxy-benzaldehyde in 300 ml of isopropanol and stirred overnight at RT. The mixture is then concentrated, the residue is taken up in 500 ml of ether, washed twice with water ... Yields the product CC(c1nc(-c2ccc(I)cc2)cn1C)N1CCCC1=O. Reaction SMILES: [CH2:23]1[O:24][CH2:25][CH2:26][CH2:27]1.[CH3:28][C:29]([CH3:30])([O-:31])[CH3:32].[CH3:34][CH2:35][O:36][C:37]([CH3:38])=[O:39].[Cl:1][CH2:2][CH2:3][CH2:4][C:5](=[O:6])[NH:7][CH:8]([CH3:9])[c:10]1[n:11]([CH3:22])[cH:12][c:13](-[c:15]2[cH:16][cH:17][c:18]([I:21])[cH:19][cH:20]2)[n:14]1.[K+:33].[OH2:40]>>[CH2:2]1[CH2:3][CH2:4][C:5](=[O:6])[N:7]1[CH:8]([CH3:9])[c:10]1[n:11]([CH3:22])[cH:12][c:13](-[c:15]2[cH:16][cH:17][c:18]([I:21])[cH:19][cH:20]2)[n:14]1. Reactants: C1CCOC1, CC(C)(C)[O-], CCOC(C)=O, CC(NC(=O)CCCCl)c1nc(-c2ccc(I)cc2)cn1C, [K+], O. Starting materials: CC1=C(C=CC(=C1)C)N1CCN(CC1)C(=O)C1=CC=C(C=C1)NS(=O)(=O)C (N-{4-[4-(2,4-dimethylphenyl)piperazine-1-carbonyl]phenyl}methanesulfonamide), BrCCOC1OCCCC1 (2-(2-bromoethoxy)tetrahydropyran). Product: CC1=C(C=CC(=C1)C)N1CCN(CC1)C(=O)C1=CC=C(C=C1)N(S(=O)(=O)C)CCOC1OCCCC1 (N-{4-[4-(2,4-dimethylphenyl)piperazine-1-carbonyl]phenyl}-N-[2-(tetrahydropyran-2-yloxy)ethyl]methanesulfonamide). As a reaction SMILES: [CH3:1][C:2]1[CH:7]=[C:6]([CH3:8])[CH:5]=[CH:4][C:3]=1[N:9]1[CH2:14][CH2:13][N:12]([C:15]([C:17]2[CH:22]=[CH:21][C:20]([NH:23][S:24]([CH3:27])(=[O:26])=[O:25])=[CH:19][CH:18]=2)=[O:16])[CH2:11][CH2:10]1.Br[CH2:29][CH2:30][O:31][CH:32]1[CH2:37][CH2:36][CH2:35][CH2:34][O:33]1>>[CH3:1][C:2]1[CH:7]=[C:6]([CH3:8])[CH:5]=[CH:4][C:3]=1[N:9]1[CH2:14][CH2:13][N:12]([C:15]([C:17]2[CH:22]=[CH:21][C:20]([N:23]([CH2:29][CH2:30][O:31][CH:32]3[CH2:37][CH2:36][CH2:35][CH2:34][O:33]3)[S:24]([CH3:27])(=[O:26])=[O:25])=[CH:19][CH:18]=2)=[O:16])[CH2:11][CH2:10]1. Procedure details: Using N-{4-[4-(2,4-dimethylphenyl)piperazine-1-carbonyl]phenyl}methanesulfonamide (271 mg) described in Example 461 and 2-(2-bromoethoxy)tetrahydropyran (1.21 mL) and by the reaction and treatment in the same manner as in Example 36, N-{4-[4-(2,4-dimethylphenyl)piperazine-1-carbonyl]phenyl}-N-[2-(tetrahydropyran-2-yloxy)ethyl]methanesulfonamide was obtained. The obtained N-{4-[4-(2,4-dimethylphenyl)piperazine-1-carbonyl]phenyl}-N-[2-(tetrahydropyran-2-yloxy)ethyl]methanesulfonamide was dissolved... Starting materials: crude mixture, COC(C1=CC(=C(C=C1)NC(=O)[C@H]1[C@@H]([C@@]2([C@@H](N1)CC(C)(C)C)C(NC1=CC(=CC=C12)Br)=O)C1=C(C(=CC=C1)Cl)F)OC)=O (rac-4-{[(2′S,3′R,4′S,5′R)-6-bromo-4′-(3-chloro-2-fluoro-phenyl)-2′-(2,2-dimethyl-propyl)-2-oxo-1,2-dihydro-spiro[indole-3,3′-pyrrolidine]-5′-carbonyl]amino}-3-methoxy-benzoic acid methyl ester), [OH-].[Na+] (NaOH), Cl (HCl). The solvent is O (water), CO (MeOH), C1CCOC1 (THF). Reaction conditions: time 18 hour. Yields the product BrC1=CC=C2C(=C1)NC([C@@]21[C@@H](N[C@H]([C@@H]1C1=C(C(=CC=C1)Cl)F)C(=O)NC1=C(C=C(C(=O)O)C=C1)OC)CC(C)(C)C)=O (rac-4-{[(2′S,3′R,4′S,5′R)-6-bromo-4′-(3-chloro-2-fluoro-phenyl)-2′-(2,2-dimethyl-propyl)-2-oxo-1,2-dihydro-spiro[indole-3,3′-pyrrolidine]-5′-carbonyl]amino}-3-methoxy-benzoic acid). Reaction SMILES: C[O:2][C:3](=[O:43])[C:4]1[CH:9]=[CH:8][C:7]([NH:10][C:11]([C@@H:13]2[NH:17][C@@H:16]([CH2:18][C:19]([CH3:22])([CH3:21])[CH3:20])[C@:15]3([C:30]4[C:25](=[CH:26][C:27]([Br:31])=[CH:28][CH:29]=4)[NH:24][C:23]3=[O:32])[C@H:14]2[C:33]2[CH:38]=[CH:37][CH:36]=[C:35]([Cl:39])[C:34]=2[F:40])=[O:12])=[C:6]([O:41][CH3:42])[CH:5]=1.[OH-].[Na+].Cl>CO.C1COCC1.O>[Br:31][C:27]1[CH:26]=[C:25]2[NH:24][C:23](=[O:32])[C@:15]3([C@@H:14]([C:33]4[CH:38]=[CH:37][CH:36]=[C:35]([Cl:39])[C:34]=4[F:40])[C@H:13]([C:11]([NH:10][C:7]4[CH:8]=[CH:9][C:4]([C:3]([OH:43])=[O:2])=[CH:5][C:6]=4[O:41][CH3:42])=[O:12])[NH:17][C@H:16]3[CH2:18][C:19]([CH3:21])([CH3:20])[CH3:22])[C:30]2=[CH:29][CH:28]=1 |f:1.2|. Reported procedure: To a solution of rac-4-{[(2′S,3′R,4′S,5′R)-6-bromo-4′-(3-chloro-2-fluoro-phenyl)-2′-(2,2-dimethyl-propyl)-2-oxo-1,2-dihydro-spiro[indole-3,3′-pyrrolidine]-5′-carbonyl]amino}-3-methoxy-benzoic acid methyl ester (0.19 g, 0.28 mmol) in MeOH (3 mL) and THF (9 mL) was added an aqueous solution (1N) of NaOH (6 mL, 6 mmol). The reaction mixture was stirred at room temperature for 18 h. The crude mixture was diluted with water (5 mL), and acidified to “pH” 5-6 by dilute aqueous HCl solution. The mixture... Starting materials: CC(C)(C)OC(=O)C(C)(C)ON=C(C(=O)NC1C(=O)N(S(=O)(=O)O)C1COC(N)=O)c1csc(N)n1, [Na], O=C(O)C(F)(F)F. Yields the product CC(C)(ON=C(C(=O)NC1C(=O)N(S(=O)(=O)O)C1COC(N)=O)c1csc(N)n1)C(=O)O. As a reaction SMILES: [NH2:2][c:3]1[s:4][cH:5][c:6]([C:8]([C:9](=[O:10])[NH:11][CH:12]2[C:13](=[O:25])[N:14]([S:21](=[O:22])(=[O:23])[OH:24])[CH:15]2[CH2:16][O:17][C:18]([NH2:19])=[O:20])=[N:26][O:27][C:28]([CH3:29])([CH3:30])[C:31](=[O:32])[O:33][C:34]([CH3:35])([CH3:36])[CH3:37])[n:7]1.[Na:1].[OH:38][C:39]([C:40]([F:41])([F:42])[F:43])=[O:44]>>[NH2:2][c:3]1[s:4][cH:5][c:6]([C:8]([C:9](=[O:10])[NH:11][CH:12]2[C:13](=[O:25])[N:14]([S:21](=[O:22])(=[O:23])[OH:24])[CH:15]2[CH2:16][O:17][C:18]([NH2:19])=[O:20])=[N:26][O:27][C:28]([CH3:29])([CH3:30])[C:31](=[O:32])[OH:33])[n:7]1. The reactants are FCCOC1=NNC2=NC=C(C=C21)N (3-(2-fluoroethoxy)-1H-pyrazolo[3,4-b]pyridin-5-amine), FC1=C(C(=O)O)C(=CC=C1NS(=O)(=O)CCC)F (2,6-difluoro-3-(propylsulfonamido)benzoic acid), CCN=C=NCCCN(C)C (EDCI), C=1C=CC2=C(C1)N=NN2O (HOBt). Run in CN(C)C=O (DMF), CCOC(=O)C (EtOAc). Run at time 1 hour. Product: FC1=C(C(=O)NC=2C=C3C(=NC2)NN=C3OCCF)C(=CC=C1NS(=O)(=O)CCC)F (2,6-difluoro-N-(3-(2-fluoroethoxy)-1H-pyrazolo[3,4-b]pyridin-5-yl)-3-(propylsulfonamido)benzamide). Reaction SMILES: [F:1][CH2:2][CH2:3][O:4][C:5]1[C:13]2[C:8](=[N:9][CH:10]=[C:11]([NH2:14])[CH:12]=2)[NH:7][N:6]=1.[F:15][C:16]1[C:24]([NH:25][S:26]([CH2:29][CH2:30][CH3:31])(=[O:28])=[O:27])=[CH:23][CH:22]=[C:21]([F:32])[C:17]=1[C:18](O)=[O:19].CCN=C=NCCCN(C)C.C1C=CC2N(O)N=NC=2C=1>CN(C=O)C.CCOC(C)=O>[F:15][C:16]1[C:24]([NH:25][S:26]([CH2:29][CH2:30][CH3:31])(=[O:27])=[O:28])=[CH:23][CH:22]=[C:21]([F:32])[C:17]=1[C:18]([NH:14][C:11]1[CH:12]=[C:13]2[C:5]([O:4][CH2:3][CH2:2][F:1])=[N:6][NH:7][C:8]2=[N:9][CH:10]=1)=[O:19]. Reported procedure: A mixture of 3-(2-fluoroethoxy)-1H-pyrazolo[3,4-b]pyridin-5-amine (0.020 g, 0.10 mmol), 2,6-difluoro-3-(propylsulfonamido)benzoic acid (0.031 g, 0.11 mmol), EDCI (0.021 g, 0.11 mmol), and HOBt (0.017 g, 0.11 mmol) in DMF (6 mL) was stirred at room temperature for 1 hour. The reaction mixture was diluted with EtOAc and washed with saturated aqueous NH4Cl, saturated aqueous NaHCO3 and brine. The organic layer was dried over MgSO4 and concentrated under reduced pressure to give 2,6-difluoro-N-(3-(2... Starting materials: COc1ccc(S(=O)(=O)Cl)cc1, CCOC(C)=O, NC1(C(=O)OCc2ccccc2)CCCCC1, O, Cc1ccc(S(=O)(=O)O)cc1. Product: COc1ccc(S(=O)(=O)NC2(C(=O)OCc3ccccc3)CCCCC2)cc1. As a reaction SMILES: [CH3:30][O:31][c:32]1[cH:33][cH:34][c:35]([S:38](=[O:39])(=[O:40])[Cl:41])[cH:36][cH:37]1.[CH3:42][CH2:43][O:44][C:45](=[O:46])[CH3:47].[NH2:12][C:13]1([C:19](=[O:20])[O:21][CH2:22][c:23]2[cH:24][cH:25][cH:26][cH:27][cH:28]2)[CH2:14][CH2:15][CH2:16][CH2:17][CH2:18]1.[OH2:29].[c:1]1([CH3:2])[cH:3][cH:4][c:5]([S:6]([OH:7])(=[O:8])=[O:9])[cH:10][cH:11]1>>[NH:12]([C:13]1([C:19](=[O:20])[O:21][CH2:22][c:23]2[cH:24][cH:25][cH:26][cH:27][cH:28]2)[CH2:14][CH2:15][CH2:16][CH2:17][CH2:18]1)[S:38]([c:35]1[cH:34][cH:33][c:32]([O:31][CH3:30])[cH:37][cH:36]1)(=[O:39])=[O:40]. Run in C(C)(=O)OCC (ethyl acetate), C1(=CC=CC=C1)C (toluene). Reported procedure: A solution of 2-bromo-N-[(1E)-(dimethylamino)methylidene]-N′-(3-fluoro-4-methylphenyl)benzenecarboximidamide (1-3, 500 mg, 1.38 mmol, 1.0 equiv) in ethyl acetate (5 mL) was treated with a solution of (trimethylsilyl)ketene (0.39 mL, 2.76 mmol, 2 equiv) in toluene (5 mL). The reaction mixture was stirred at 23° C. for 5 days. The resulting mixture was concentrated, and the residue was purified via reverse-phase HPLC (Acetonitrile:H2O gradient with 0.1% TFA present) to afford 2-(2-bromophenyl)-3-(... Conditions: temperature 23 celsius, time 5 day. The product is BrC1=C(C=CC=C1)C1=NC=CC(N1C1=CC(=C(C=C1)C)F)=O (2-(2-bromophenyl)-3-(3-fluoro-4-methylphenyl)pyrimidin-4(3H)-one). Starting materials: BrC1=C(C=CC=C1)C(/N=C/N(C)C)=NC1=CC(=C(C=C1)C)F (2-bromo-N-[(1E)-(dimethylamino)methylidene]-N′-(3-fluoro-4-methylphenyl)benzenecarboximidamide), C[Si](C)(C)C=C=O ((trimethylsilyl)ketene). Reaction SMILES: [Br:1][C:2]1[CH:7]=[CH:6][CH:5]=[CH:4][C:3]=1[C:8](=[N:14][C:15]1[CH:20]=[CH:19][C:18]([CH3:21])=[C:17]([F:22])[CH:16]=1)/[N:9]=[CH:10]/N(C)C.C[Si]([CH:27]=[C:28]=[O:29])(C)C>C(OCC)(=O)C.C1(C)C=CC=CC=1>[Br:1][C:2]1[CH:7]=[CH:6][CH:5]=[CH:4][C:3]=1[C:8]1[N:14]([C:15]2[CH:20]=[CH:19][C:18]([CH3:21])=[C:17]([F:22])[CH:16]=2)[C:28](=[O:29])[CH:27]=[CH:10][N:9]=1. Starting materials: NC1=C2C(=NC=N1)N(N=C2C2=C(C=C(C=C2)OC2=CC=CC=C2)F)C[C@H]2N(CCC2)C(CC#N)=O (3-((S)-2-((4-amino-3-(2-fluoro-4-phenoxyphenyl)-1H-pyrazolo[3,4-d]pyrimidin-1-yl)methyl)pyrrolidin-1-yl)-3-oxopropanenitrile), CN(C(OC(C)(C)C)=O)C(C=O)(C)C (tert-butyl methyl(2-methyl-1-oxopropan-2-yl)carbamate), N1CCCCC1 (piperidine), 4A. Reagents/catalysts: CC(=O)O (AcOH). The solvent is O1CCOCC1 (dioxane). Reaction conditions: temperature 110 celsius, time 6 hour. The product is NC1=C2C(=NC=N1)N(N=C2C2=C(C=C(C=C2)OC2=CC=CC=C2)F)C[C@H]2N(CCC2)C(C(=CC(C)(C)N(C(OC(C)(C)C)=O)C)C#N)=O (tert-butyl 5-((S)-2-((4-amino-3-(2-fluoro-4-phenoxyphenyl)-1H-pyrazolo[3,4-d]pyrimidin-1-yl)methyl)pyrrolidin-1-yl)-4-cyano-2-methyl-5-oxopent-3-en-2-yl(methyl)carbamate). Yield: 18.3%. As a reaction SMILES: [NH2:1][C:2]1[N:7]=[CH:6][N:5]=[C:4]2[N:8]([CH2:25][C@@H:26]3[CH2:30][CH2:29][CH2:28][N:27]3[C:31](=[O:35])[CH2:32][C:33]#[N:34])[N:9]=[C:10]([C:11]3[CH:16]=[CH:15][C:14]([O:17][C:18]4[CH:23]=[CH:22][CH:21]=[CH:20][CH:19]=4)=[CH:13][C:12]=3[F:24])[C:3]=12.[CH3:36][N:37]([C:45]([CH3:49])([CH3:48])[CH:46]=O)[C:38](=[O:44])[O:39][C:40]([CH3:43])([CH3:42])[CH3:41].N1CCCCC1>O1CCOCC1.CC(O)=O>[NH2:1][C:2]1[N:7]=[CH:6][N:5]=[C:4]2[N:8]([CH2:25][C@@H:26]3[CH2:30][CH2:29][CH2:28][N:27]3[C:31](=[O:35])[C:32]([C:33]#[N:34])=[CH:49][C:45]([N:37]([CH3:36])[C:38](=[O:44])[O:39][C:40]([CH3:43])([CH3:42])[CH3:41])([CH3:46])[CH3:48])[N:9]=[C:10]([C:11]3[CH:16]=[CH:15][C:14]([O:17][C:18]4[CH:19]=[CH:20][CH:21]=[CH:22][CH:23]=4)=[CH:13][C:12]=3[F:24])[C:3]=12. Reported procedure: To a solution of 3-((S)-2-((4-amino-3-(2-fluoro-4-phenoxyphenyl)-1H-pyrazolo[3,4-d]pyrimidin-1-yl)methyl)pyrrolidin-1-yl)-3-oxopropanenitrile (236 mg, 0.5 mmol, 1 equiv) and tert-butyl methyl(2-methyl-1-oxopropan-2-yl)carbamate (2.01 g, 10 mmol, 20 equiv) in dioxane (30 mL) was added 0.5 mL piperidine, 1 drop AcOH and 2 g of 4A molecular sieves. The resulting mixture was stirred for 6 h at 110° C. The solids was filtered out, the filtrate was diluted with 50 mL of EA, washed with brine, dried ov...